The task is: describe an organic reaction: reactants, conditions, products, and yield. This data is from the Open Reaction Database (ORD), a public repository of structured organic reaction records. Starting materials: [H-].C(C(C)C)[Al+]CC(C)C (Di-isobutylaluminum hydride), ice, C(C=C)NC=1C=C(C#N)C=CC1 (3-(allylamino)benzonitrile), CO (methanol). Run in C1(=CC=CC=C1)C (toluene). The product is C(C=C)NC=1C=C(C=O)C=CC1 (3-(allylamino)benzaldehyde). Reaction SMILES: [H-].C([Al+]CC(C)C)C(C)C.[CH2:11]([NH:14][C:15]1[CH:16]=[C:17]([CH:20]=[CH:21][CH:22]=1)[C:18]#N)[CH:12]=[CH2:13].C[OH:24]>C1(C)C=CC=CC=1>[CH2:11]([NH:14][C:15]1[CH:16]=[C:17]([CH:20]=[CH:21][CH:22]=1)[CH:18]=[O:24])[CH:12]=[CH2:13] |f:0.1|. Procedure details: Di-isobutylaluminum hydride (54 ml., 25% solution in toluene) is added with stirring to a solution of 12.1 g. of 3-(allylamino)benzonitrile under a nitrogen atmosphere. After addition is completed, the solution is stirred for one hour. A solution of methanol in toluene (50 ml., 1:1) is added over 30 minutes and the mixture is poured into 500 ml. vigorously stirred ice-cold 50% aqueous sulfuric acid. The mixture is filtered and the organic layer separated. The aqueous solution is extracted twice ...